This data is from the Open Reaction Database (ORD), a public repository of structured organic reaction records. The task is: describe an organic reaction: reactants, conditions, products, and yield Reactants: O1CCOC12CCN(CC2)S(=O)(=O)N (1,4-dioxa-8-azaspiro(4.5)decane-8-sulfonamide), O1CCOC12CCN(CC2)S(=O)(=O)N (1,4-Dioxa-8-azaspiro[4.5]decane-8-sulfonamide), C1(CCCCC1)P(C1=C(C=CC=C1)C1=C(C=C(C=C1C(C)C)C(C)C)C(C)C)C1CCCCC1 (2-dicyclohexylphosphino-2′,4′,6′-tri-isopropyl-1,1′-biphenyl), C([O-])([O-])=O.[Cs+].[Cs+] (cesium carbonate), ClC1=NC(=NC(=C1)OC)SCC1=C(C(=CC=C1)F)F (4-chloro-2-[[(2,3-difluorophenyl)methyl]thio]-6-methoxypyrimidine), ClC1=NC(=NC(=C1)OC)SCC1=C(C(=CC=C1)F)F (4-Chloro-2-[[(2,3-difluorophenyl)methyl]thio]-6-methoxypyrimidine), [Cl-].[NH4+] (ammonium chloride). Reagents/catalysts: C=1C=CC(=CC1)/C=C/C(=O)/C=C/C2=CC=CC=C2.C=1C=CC(=CC1)/C=C/C(=O)/C=C/C2=CC=CC=C2.C=1C=CC(=CC1)/C=C/C(=O)/C=C/C2=CC=CC=C2.[Pd].[Pd] (tris(dibenzylideneacetone)-dipalladium (0)). Solvent: O1CCOCC1 (dioxane). Reaction conditions: temperature 100 celsius. Product: FC1=C(CSC2=NC(=CC(=N2)NS(=O)(=O)N2CCC3(OCCO3)CC2)OC)C=CC=C1F (N-{2-[(2,3-Difluorobenzyl)thio]-6-methoxypyrimidin-4-yl}-1,4-dioxa-8-azaspiro[4.5]decane-8-sulfonamide). RXN SMILES: [O:1]1[C:5]2([CH2:10][CH2:9][N:8]([S:11]([NH2:14])(=[O:13])=[O:12])[CH2:7][CH2:6]2)[O:4][CH2:3][CH2:2]1.C1(P(C2CCCCC2)C2C=CC=CC=2C2C(C(C)C)=CC(C(C)C)=CC=2C(C)C)CCCCC1.C(=O)([O-])[O-].[Cs+].[Cs+].Cl[C:56]1[CH:61]=[C:60]([O:62][CH3:63])[N:59]=[C:58]([S:64][CH2:65][C:66]2[CH:71]=[CH:70][CH:69]=[C:68]([F:72])[C:67]=2[F:73])[N:57]=1.[Cl-].[NH4+]>O1CCOCC1.C1C=CC(/C=C/C(/C=C/C2C=CC=CC=2)=O)=CC=1.C1C=CC(/C=C/C(/C=C/C2C=CC=CC=2)=O)=CC=1.C1C=CC(/C=C/C(/C=C/C2C=CC=CC=2)=O)=CC=1.[Pd].[Pd]>[F:73][C:67]1[C:68]([F:72])=[CH:69][CH:70]=[CH:71][C:66]=1[CH2:65][S:64][C:58]1[N:57]=[C:56]([NH:14][S:11]([N:8]2[CH2:7][CH2:6][C:5]3([O:4][CH2:3][CH2:2][O:1]3)[CH2:10][CH2:9]2)(=[O:12])=[O:13])[CH:61]=[C:60]([O:62][CH3:63])[N:59]=1 |f:2.3.4,6.7,9.10.11.12.13|. Procedure details: A mixture of 1,4-dioxa-8-azaspiro(4.5)decane-8-sulfonamide (the product of step i), (0.29 g), tris(dibenzylideneacetone)-dipalladium (0) (61 mg), 2-dicyclohexylphosphino-2′,4′,6′-tri-isopropyl-1,1′-biphenyl (XPHOS) (32 mg), cesium carbonate (0.32 g) and 4-chloro-2-[[(2,3-difluorophenyl)methyl]thio]-6-methoxypyrimidine (the product of example 35 step i, 0.20 g) in anhydrous dioxane (8 mL) was heated at reflux in a microwave at 100° C., 300 W, open vessel with cooling for 15 min. Saturated aqueous...